Dataset: the Open Reaction Database (ORD), a public repository of structured organic reaction records. Task: describe an organic reaction: reactants, conditions, products, and yield Starting materials: [Na] (sodium), Cl.C(CCCC)(=N)N (valeramidine hydrochloride), FC(C=1C=C(C=CC1)N=C=O)(F)F (3-(trifluoromethyl)phenyl isocyanate). The solvent is CC(=O)C (acetone), CC(=O)C (acetone). Product: FC(C=1C=C(C=CC1)NC(=O)NC(CCCC)=N)(F)F (1-[3-(Trifluoromethyl)phenyl]-3-(pentanimidoyl)urea). Reaction SMILES: [Na].Cl.[C:3]([NH2:9])(=[NH:8])[CH2:4][CH2:5][CH2:6][CH3:7].[F:10][C:11]([F:22])([F:21])[C:12]1[CH:13]=[C:14]([N:18]=[C:19]=[O:20])[CH:15]=[CH:16][CH:17]=1>CC(C)=O>[F:10][C:11]([F:21])([F:22])[C:12]1[CH:13]=[C:14]([NH:18][C:19]([NH:8][C:3](=[NH:9])[CH2:4][CH2:5][CH2:6][CH3:7])=[O:20])[CH:15]=[CH:16][CH:17]=1 |f:1.2,^1:0|. Procedure details: Following a procedure similar to that described in Example 1 but using 2.3 g. sodium in 250 ml. dry acetone, 13.6 g. valeramidine hydrochloride, and 18.7 g. 3-(trifluoromethyl)phenyl isocyanate in 100 ml. dry acetone, there was obtained after recrystallization from acetonitrile 17.9 g. of the hydrochloride of 1-[3-(trifluoromethyl)phenyl]-3-(pentanimidoyl)urea; m.p. 167°-169°C. RXN SMILES: [C:1]([NH:4][C:5]1[CH:10]=[CH:9][C:8]([NH:11][C:12](=[O:14])[CH3:13])=[CH:7][C:6]=1[C:15]([F:18])([F:17])[F:16])(=[O:3])[CH3:2].[N+:19]([O-])([OH:21])=[O:20]>C(O)(=O)C>[C:12]([NH:11][C:8]1[CH:7]=[C:6]([C:15]([F:16])([F:17])[F:18])[C:5]([NH:4][C:1](=[O:3])[CH3:2])=[CH:10][C:9]=1[N+:19]([O-:21])=[O:20])(=[O:14])[CH3:13]. Run in C(C)(=O)O (acetic acid), C(C)(=O)O (acetic acid). The reactants are [N+](=O)(O)[O-] (nitric acid), C(C)(=O)NC1=C(C=C(C=C1)NC(C)=O)C(F)(F)F (1,4-bisacetylamino-2-trifluoromethylbenzene), ice. Reported procedure: 91.5 g (0.3 mol) of 1,4-bisacetylamino-2-trifluoromethylbenzene (prepared according to B.) are initially introduced into 300 ml of glacial acetic acid, and a mixture of 25 g of glacial acetic acid and 20 g of nitric acid (density 1.5) is added dropwise at 50° C. in the course of 60 minutes. The mixture is subsequently stirred at the same temperature for 12 hours and then poured onto 2.5 kg of ice. The product which has precipitated is filtered off with suction, washed with water and dried. Yields the product C(C)(=O)NC1=C(C=C(C(=C1)C(F)(F)F)NC(C)=O)[N+](=O)[O-] (1,4-bisacetylamino-2-nitro-5-trifluoromethylbenzene). Conditions: time 12 hour. RXN SMILES: [CH3:16][CH2:17][OH:18].[N+:1]([O-:2])(=[O:3])[c:4]1[cH:5][c:6]([O:10][CH2:11][C:12]([F:13])([F:14])[F:15])[n:7][cH:8][cH:9]1>>[NH2:1][c:4]1[cH:5][c:6]([O:10][CH2:11][C:12]([F:13])([F:14])[F:15])[n:7][cH:8][cH:9]1. Starting materials: CCO, O=[N+]([O-])c1ccnc(OCC(F)(F)F)c1. Product: Nc1ccnc(OCC(F)(F)F)c1. Reactants: COC1=CC=C(C2=C1OCCO2)[Sn](CCCC)(CCCC)CCCC (2,3-dihydro-8-methoxy-5-tributylstannyl-1,4-benzodioxine), IC1=CC=C(C(=O)OCC)C=C1 (ethyl 4-iodobenzoate), C([O-])([O-])=O.[Na+].[Na+] (sodium carbonate), [F-].[NH4+] (ammonium fluoride). Reagents/catalysts: C(C)(=O)[O-].[Pd+2].C(C)(=O)[O-] (palladium acetate). Run in CN(C)C=O (DMF), C(C)OCC (diethyl ether). Run at temperature 60 celsius, time 6 hour. Product: C(C)OC(=O)C1=CC=C(C=C1)C1=CC=C(C=2OCCOC21)OC (5-(4-ethoxycarbonylphenyl)-2,3-dihydro-8-methoxy-1,4-benzodioxine). Yield: 50.0%. RXN SMILES: [CH3:1][O:2][C:3]1[C:8]2[O:9][CH2:10][CH2:11][O:12][C:7]=2[C:6]([Sn](CCCC)(CCCC)CCCC)=[CH:5][CH:4]=1.I[C:27]1[CH:37]=[CH:36][C:30]([C:31]([O:33][CH2:34][CH3:35])=[O:32])=[CH:29][CH:28]=1.C(=O)([O-])[O-].[Na+].[Na+].[F-].[NH4+]>CN(C=O)C.C([O-])(=O)C.[Pd+2].C([O-])(=O)C.C(OCC)C>[CH2:34]([O:33][C:31]([C:30]1[CH:36]=[CH:37][C:27]([C:6]2[C:7]3[O:12][CH2:11][CH2:10][O:9][C:8]=3[C:3]([O:2][CH3:1])=[CH:4][CH:5]=2)=[CH:28][CH:29]=1)=[O:32])[CH3:35] |f:2.3.4,5.6,8.9.10|. Procedure details: Compound 187a (0.93 g) obtained in Step A, ethyl 4-iodobenzoate (0.34 ml), palladium acetate (0.05 g), and sodium carbonate (0.54 g) were dissolved in DMF (10 ml), followed by stirring for 6 hours at 60° C. The reaction solution was mixed with an aqueous ammonium fluoride solution and diethyl ether, and then, filtered with Celite. The organic layer was extracted from the resultant, washed with a saturated aqueous sodium chloride solution, dried over magnesium sulfate anhydride, and evaporated un... Starting materials: BrC1=CN(C2=C1C=NC(=C2)C(=O)OC)C (methyl 3-bromo-1-methyl-1H-pyrrolo[3,2-c]pyridine-6-carboxylate), C1CCOC1 (THF). Reaction conditions: time 8 hour. The product is BrC1=CN(C2=C1C=NC(=C2)C(=O)O)C (3-bromo-1-methyl-1H-pyrrolo[3,2-c]pyridine-6-carboxylic acid). Isolated yield 89.4%. As a reaction SMILES: [Br:1][C:2]1[C:6]2[CH:7]=[N:8][C:9]([C:11]([O:13]C)=[O:12])=[CH:10][C:5]=2[N:4]([CH3:15])[CH:3]=1.C1COCC1>>[Br:1][C:2]1[C:6]2[CH:7]=[N:8][C:9]([C:11]([OH:13])=[O:12])=[CH:10][C:5]=2[N:4]([CH3:15])[CH:3]=1. Procedure details: In a 200 ml round bottom flask, methyl 3-bromo-1-methyl-1H-pyrrolo[3,2-c]pyridine-6-carboxylate (3E, 8.5 g, 32 mmol) was dissolved THF (50 ml) NaOH (32 ml, 63 mmol) solution was added to the mixture and the stirring continued at room temperature overnight. Another equivalent of base was added and the mixture was warmed with water bath to complete the reaction. Volatiles were removed in vacuo and the residue was cooled in an ice bath and neutralized with dilute HCl to pH 4.0-4.5. The precipitated... The reactants are N#CC1CC(F)CN1C(=O)CNC12CCC(C(=O)O)(CC1)CC2, CCCC(N)CCC. Product: CCCC(CCC)NC(=O)C12CCC(NCC(=O)N3CC(F)CC3C#N)(CC1)CC2. As a reaction SMILES: [C:1](=[O:2])([OH:3])[C:4]12[CH2:5][CH2:6][C:7]([NH:12][CH2:13][C:14](=[O:15])[N:16]3[CH:17]([C:22]#[N:23])[CH2:18][CH:19]([F:21])[CH2:20]3)([CH2:8][CH2:9]1)[CH2:10][CH2:11]2.[CH3:24][CH2:25][CH2:26][CH:27]([CH2:28][CH2:29][CH3:30])[NH2:31]>>[C:1](=[O:3])([C:4]12[CH2:5][CH2:6][C:7]([NH:12][CH2:13][C:14](=[O:15])[N:16]3[CH:17]([C:22]#[N:23])[CH2:18][CH:19]([F:21])[CH2:20]3)([CH2:8][CH2:9]1)[CH2:10][CH2:11]2)[NH:31][CH:27]([CH2:26][CH2:25][CH3:24])[CH2:28][CH2:29][CH3:30]. Starting materials: BrC1(C2COC3=C(C(=CC=C3C21)NC(C(C)(C)C)=O)C(=O)OC)Br (Methyl (1aRS,7bSR)-1,1-dibromo-5-(2,2-dimethylpropionylamino)-1,1a,2,7b-tetrahydro-cyclopropa[c]chromene-4-carboxylate), BrC1(C2COC3=C(C(=CC=C3C21)NC(C(C)(C)C)=O)C(=O)OC)Br (Methyl (1aRS,7bSR)-1,1-dibromo-5-(2,2-dimethylpropionylamino)-1,1a,2,7b-tetrahydro-cyclopropa[c]chromene-4-carboxylate), [Cl-].[NH4+] (ammonium chloride). Reagents/catalysts: [Zn] (Zinc). The solvent is C(C)O (ethanol). Product: CC(C(=O)NC1=CC=C2C3C(COC2=C1C(=O)OC)C3)(C)C (methyl (1aRS,7bSR)-5-(2,2-dimethylpropionylamino)-1,1a,2,7b-tetrahydrocyclopropa[c]chromene-4-carboxylate). Isolated yield 41.7%. As a reaction SMILES: Br[C:2]1(Br)[CH:12]2[CH:3]1[CH2:4][O:5][C:6]1[C:11]2=[CH:10][CH:9]=[C:8]([NH:13][C:14](=[O:19])[C:15]([CH3:18])([CH3:17])[CH3:16])[C:7]=1[C:20]([O:22][CH3:23])=[O:21].[Cl-].[NH4+]>C(O)C.[Zn]>[CH3:16][C:15]([CH3:18])([CH3:17])[C:14]([NH:13][C:8]1[C:7]([C:20]([O:22][CH3:23])=[O:21])=[C:6]2[C:11]([CH:12]3[CH2:2][CH:3]3[CH2:4][O:5]2)=[CH:10][CH:9]=1)=[O:19] |f:1.2|. Reported procedure: Methyl (1aRS,7bSR)-1,1-dibromo-5-(2,2-dimethylpropionylamino)-1,1a,2,7b-tetrahydro-cyclopropa[c]chromene-4-carboxylate (Intermediate 44, 1.13 g) was suspended in ethanol (30 mL). Zinc dust (1.17 g), followed by ammonium chloride (1.31 g) were added and the reaction mixture was heated to reflux, under an atmosphere of nitrogen, for 6 hours. After cooling, the solid was filtered off and washed with ethyl acetate. The filtrate was concentrated in vacuo and the residue was purified by chromatography... Starting materials: CCO, COC(=O)N1CC=C(CCOC(c2ccccc2)c2ccccc2)CC1. Product: C1=C(CCOC(c2ccccc2)c2ccccc2)CCNC1. Reaction SMILES: [CH3:27][CH2:28][OH:29].[CH:1]([c:2]1[cH:3][cH:4][cH:5][cH:6][cH:7]1)([c:8]1[cH:9][cH:10][cH:11][cH:12][cH:13]1)[O:14][CH2:15][CH2:16][C:17]1=[CH:18][CH2:19][N:20]([C:23]([O:24][CH3:25])=[O:26])[CH2:21][CH2:22]1>>[CH:1]([c:2]1[cH:3][cH:4][cH:5][cH:6][cH:7]1)([c:8]1[cH:9][cH:10][cH:11][cH:12][cH:13]1)[O:14][CH2:15][CH2:16][C:17]1=[CH:18][CH2:19][NH:20][CH2:21][CH2:22]1. Starting materials: BrC=1C=C(C=C(C1)C)O (5-bromo-3-hydroxytoluene), [OH-].[Na+] (sodium hydroxide), S(=O)(=O)(OC)OC (dimethyl sulfate). Run in O (water), O (water). As a reaction SMILES: [Br:1][C:2]1[CH:3]=[C:4]([OH:9])[CH:5]=[C:6]([CH3:8])[CH:7]=1.[OH-].[Na+].S(OC)(O[CH3:16])(=O)=O>O>[Br:1][C:2]1[CH:3]=[C:4]([O:9][CH3:16])[CH:5]=[C:6]([CH3:8])[CH:7]=1 |f:1.2|. Procedure details: A mixture of 5-bromo-3-hydroxytoluene (93 g, 0.5 m) and sodium hydroxide (21 g, 0.5 m) in water (200 ml) is stirred at 10°, treated with dimethyl sulfate (63 g, 0.5 m) over 1 hour, refluxed for 2 hours and cooled. The mixture is diluted with water and extracted with ether. The ether extract is washed, dried with sodium sulfate and concentrated in vacuo to give 5-bromo-3-methoxytoluene. Yields the product BrC=1C=C(C=C(C1)C)OC (5-bromo-3-methoxytoluene).